describe an organic reaction: reactants, conditions, products, and yield From a dataset of the Open Reaction Database (ORD), a public repository of structured organic reaction records. As a reaction SMILES: [C:1]([O:5][C:6]([N:8]1[CH2:13][CH2:12][CH:11]([OH:14])[CH:10]([CH2:15][O:16][CH2:17][O:18][CH3:19])[CH2:9]1)=[O:7])([CH3:4])([CH3:3])[CH3:2].CC(OI1(OC(C)=O)(OC(C)=O)OC(=O)C2C=CC=CC1=2)=O>C(Cl)Cl>[C:1]([O:5][C:6]([N:8]1[CH2:13][CH2:12][C:11](=[O:14])[CH:10]([CH2:15][O:16][CH2:17][O:18][CH3:19])[CH2:9]1)=[O:7])([CH3:4])([CH3:3])[CH3:2]. Run in C(Cl)Cl (DCM). Reported procedure: To a solution of 4-hydroxy-3-methoxymethoxymethyl-piperidine-1-carboxylic acid tert-butyl ester (Example 38, 9.1 mmol, 2.5 g) in 50 mL of DCM was added Dess-Martin reagent (10.8 mmol, 4.6 g). The mixture was stirred at room temperature for 2 h, then washed with saturated sodium bicarbonate solution, brine, dried, evaporated, the resulting residue was chromatographed with 9:1 hexane/EtOAc afforded 3-methoxymethoxymethyl-4-oxo-piperidine-1-carboxylic acid tert-butyl ester (2.2 g). Yield: 88.5%. Reaction conditions: time 2 hour. Yields the product C(C)(C)(C)OC(=O)N1CC(C(CC1)=O)COCOC (3-methoxymethoxymethyl-4-oxo-piperidine-1-carboxylic acid tert-butyl ester). The reactants are C(C)(C)(C)OC(=O)N1CC(C(CC1)O)COCOC (4-hydroxy-3-methoxymethoxymethyl-piperidine-1-carboxylic acid tert-butyl ester), CC(=O)OI1(C=2C=CC=CC2C(=O)O1)(OC(=O)C)OC(=O)C (Dess-Martin reagent). Reactants: C(C)(C)(C)OC(=O)NNC1(CC1)NC(=S)OCC1=CC=CC=C1 (N′-(1-benzyloxythiocarbonylamino-cyclopropyl)-hydrazinecarboxylic acid tert-butyl ester), Cl (HCl). Run in O1CCOCC1 (dioxane). Conditions: time 8 hour. Yields the product Cl.C(C1=CC=CC=C1)OC(NC1(CC1)NN)=S ((1-hydrazino-cyclopropyl)-thiocarbamic acid O-benzyl ester hydrochloride). RXN SMILES: C(OC([NH:8][NH:9][C:10]1([NH:13][C:14]([O:16][CH2:17][C:18]2[CH:23]=[CH:22][CH:21]=[CH:20][CH:19]=2)=[S:15])[CH2:12][CH2:11]1)=O)(C)(C)C.[ClH:24]>O1CCOCC1>[ClH:24].[CH2:17]([O:16][C:14](=[S:15])[NH:13][C:10]1([NH:9][NH2:8])[CH2:11][CH2:12]1)[C:18]1[CH:19]=[CH:20][CH:21]=[CH:22][CH:23]=1 |f:3.4|. Procedure: N′-(1-benzyloxythiocarbonylamino-cyclopropyl)-hydrazinecarboxylic acid tert-butyl ester (0.25 g, 0.684 mmol) was dissolved in 4N HCl in dioxane (4 mL) and the reaction allowed to stir at room temperature overnight. The mixture was triturated with Et2O and the resulting precipitate collected by filtration. The precipitate was washed with Et2O to give (1-hydrazino-cyclopropyl)-thiocarbamic acid O-benzyl ester hydrochloride (0.15 g, 0.48 mmol) as a white solid, m/z 266.5 [M+H]+. Starting materials: BrC=1C=NC=2N(C1)N=C(N2)C(C)(C)C (6-bromo-2-tert-butyl-[1,2,4]triazolo[1,5-a]pyrimidine), C1(=CC=CC=C1)C#C (phenylacetylene). Product: C(C)(C)(C)C1=NN2C(N=CC(=C2)C#CC2=CC=CC=C2)=N1 (2-tert-Butyl-6-phenylethynyl-[1,2,4]triazolo[1,5-a]pyrimidine). Reaction SMILES: Br[C:2]1[CH:3]=[N:4][C:5]2[N:6]([N:8]=[C:9]([C:11]([CH3:14])([CH3:13])[CH3:12])[N:10]=2)[CH:7]=1.[C:15]1([C:21]#[CH:22])[CH:20]=[CH:19][CH:18]=[CH:17][CH:16]=1>>[C:11]([C:9]1[N:10]=[C:5]2[N:4]=[CH:3][C:2]([C:22]#[C:21][C:15]3[CH:20]=[CH:19][CH:18]=[CH:17][CH:16]=3)=[CH:7][N:6]2[N:8]=1)([CH3:14])([CH3:13])[CH3:12]. Reported procedure: The title compound, a yellow solid, MS: m/e=277.1 (M+H+), can be prepared in accordance with the general method of example 1 from 6-bromo-2-tert-butyl-[1,2,4]triazolo[1,5-a]pyrimidine (example 42, step 1) and phenylacetylene. The reactants are N([C@@H](CNC(=O)OC(C)(C)C)C(=O)O)C(=O)OCC1=CC=CC=C1 (Cbz-Dap(Boc)-OH), 1-(3-(dimethylamino)propyl)-3-ethylcarbodiimide methiodide, ON1N=NC2=C1C=CC=C2 (N-hydroxybenzotriazole), CN1CCOCC1 (N-methylmorpholine), N[C@@H](C)C(=O)OCC1=CC=CC=C1 (H-Ala-OBn). Run in ClCCl (dichloromethane), C(C)(=O)OCC (ethyl acetate). Run at time 14 hour. Yields the product N([C@@H](CNC(=O)OC(C)(C)C)C(=O)N[C@@H](C)C(=O)OCC1=CC=CC=C1)C(=O)OCC1=CC=CC=C1 (Cbz-Dap(Boc)-Ala-OBn). RXN SMILES: [NH:1]([C:15]([O:17][CH2:18][C:19]1[CH:24]=[CH:23][CH:22]=[CH:21][CH:20]=1)=[O:16])[C@H:2]([C:12]([OH:14])=O)[CH2:3][NH:4][C:5]([O:7][C:8]([CH3:11])([CH3:10])[CH3:9])=[O:6].ON1C2C=CC=CC=2N=N1.CN1CCOCC1.[NH2:42][C@H:43]([C:45]([O:47][CH2:48][C:49]1[CH:54]=[CH:53][CH:52]=[CH:51][CH:50]=1)=[O:46])[CH3:44]>ClCCl.C(OCC)(=O)C>[NH:1]([C:15]([O:17][CH2:18][C:19]1[CH:24]=[CH:23][CH:22]=[CH:21][CH:20]=1)=[O:16])[C@H:2]([C:12]([NH:42][C@H:43]([C:45]([O:47][CH2:48][C:49]1[CH:54]=[CH:53][CH:52]=[CH:51][CH:50]=1)=[O:46])[CH3:44])=[O:14])[CH2:3][NH:4][C:5]([O:7][C:8]([CH3:9])([CH3:10])[CH3:11])=[O:6]. Procedure details: Cbz-Dap(Boc)-OH (0.41 g, 1.2 mmol) was treated with a mixture of 1-(3-(dimethylamino)propyl)-3-ethylcarbodiimide methiodide (0.374 g, 1.26 mmol) and N-hydroxybenzotriazole (0.17 g, 1.26 mmol) in N-methylmorpholine (0.28 mL, 2.1 mmol) in dichloromethane. H-Ala-OBn (0.26 g, 1.2 mmol) was added to the above solution and the resulting mixture was stirred for 14 h at room temperature, then diluted with ethyl acetate (40 mL). The organic solution was washed with 10% aqueous citric acid solution (2×30 ... Starting materials: CCc1ccc(N2Cc3cnc(Nc4ccc(F)cc4)nc3N(C3CCC(O[Si](C)(C)C(C)(C)C)C3)C2=O)cc1, F, c1ccncc1, c1ccncc1. Yields the product CCc1ccc(N2Cc3cnc(Nc4ccc(F)cc4)nc3N(C3CCC(O)C3)C2=O)cc1. Reaction SMILES: [C:1]([Si:2]([CH3:3])([CH3:4])[O:6][CH:7]1[CH2:8][CH:9]([N:12]2[C:13](=[O:38])[N:14]([c:30]3[cH:31][cH:32][c:33]([CH2:36][CH3:37])[cH:34][cH:35]3)[CH2:15][c:16]3[c:17]2[n:18][c:19]([NH:22][c:23]2[cH:24][cH:25][c:26]([F:29])[cH:27][cH:28]2)[n:20][cH:21]3)[CH2:10][CH2:11]1)([CH3:5])([CH3:39])[CH3:40].[FH:47].[cH:48]1[cH:49][cH:50][n:51][cH:52][cH:53]1.[n:41]1[cH:42][cH:43][cH:44][cH:45][cH:46]1>>[OH:6][CH:7]1[CH2:8][CH:9]([N:12]2[C:13](=[O:38])[N:14]([c:30]3[cH:31][cH:32][c:33]([CH2:36][CH3:37])[cH:34][cH:35]3)[CH2:15][c:16]3[c:17]2[n:18][c:19]([NH:22][c:23]2[cH:24][cH:25][c:26]([F:29])[cH:27][cH:28]2)[n:20][cH:21]3)[CH2:10][CH2:11]1. Starting materials: CCN(C(C)C)C(C)C, CCCN(CC1CC1)c1cc(C(=O)O)ncn1, COC(=O)Cl, ClCCl, Nc1cccc(Cn2cncn2)c1. The product is CCCN(CC1CC1)c1cc(C(=O)Nc2cccc(Cn3cncn3)c2)ncn1. As a reaction SMILES: [CH:18]([N:19]([CH:20]([CH3:21])[CH3:22])[CH2:23][CH3:24])([CH3:25])[CH3:26].[CH:1]1([CH2:4][N:5]([c:6]2[cH:7][c:8]([C:12](=[O:13])[OH:14])[n:9][cH:10][n:11]2)[CH2:15][CH2:16][CH3:17])[CH2:2][CH2:3]1.[Cl:27][C:28]([O:29][CH3:30])=[O:31].[Cl:45][CH2:46][Cl:47].[n:32]1([CH2:37][c:38]2[cH:39][c:40]([NH2:41])[cH:42][cH:43][cH:44]2)[n:33][cH:34][n:35][cH:36]1>>[CH:1]1([CH2:4][N:5]([c:6]2[cH:7][c:8]([C:12](=[O:14])[NH:41][c:40]3[cH:39][c:38]([CH2:37][n:32]4[n:33][cH:34][n:35][cH:36]4)[cH:44][cH:43][cH:42]3)[n:9][cH:10][n:11]2)[CH2:15][CH2:16][CH3:17])[CH2:2][CH2:3]1. Reactants: CCC1CCN(C(=O)C(CCCC2CCN(C(=O)OCc3ccccc3)CC2)NC(=O)OC(C)(C)C)CC1, ClCCl, Cl. Yields the product Cl, CCC1CCN(C(=O)C(N)CCCC2CCN(C(=O)OCc3ccccc3)CC2)CC1. As a reaction SMILES: [CH3:1][C:2]([CH3:3])([O:4][C:5](=[O:6])[NH:7][CH:8]([CH2:9][CH2:10][CH2:11][CH:12]1[CH2:13][CH2:14][N:15]([C:18](=[O:19])[O:20][CH2:21][c:22]2[cH:23][cH:24][cH:25][cH:26][cH:27]2)[CH2:16][CH2:17]1)[C:28](=[O:29])[N:30]1[CH2:31][CH2:32][CH:33]([CH2:36][CH3:37])[CH2:34][CH2:35]1)[CH3:38].[Cl:40][CH2:41][Cl:42].[ClH:39]>>[ClH:39].[NH2:7][CH:8]([CH2:9][CH2:10][CH2:11][CH:12]1[CH2:13][CH2:14][N:15]([C:18](=[O:19])[O:20][CH2:21][c:22]2[cH:23][cH:24][cH:25][cH:26][cH:27]2)[CH2:16][CH2:17]1)[C:28](=[O:29])[N:30]1[CH2:31][CH2:32][CH:33]([CH2:36][CH3:37])[CH2:34][CH2:35]1. Starting materials: C(C#C)Br (propargyl bromide), FC1=CC2=C(NCC(O2)=O)C=C1N1C(C=2CCCCC2C1=O)=O (2-[7-fluoro-3H-1,4-benzoxazin-2(4H)-on-6-yl]-4,5,6,7-tetrahydro-2H-isoindole-1,3-dione), [H-].[Na+] (NaH), O1CCCC1 (tetrahydrofuran), O1CCCC1 (tetrahydrofuran). Conditions: time 30 minute. Yields the product FC1=CC2=C(N(CC(O2)=O)OCC#C)C=C1N1C=C2CCCCC2=C1 (2-[7-fluoro-4-propargyloxy-3H-1,4-benzoxazin-2(4H)-on-6-yl]-4,5,6,7-tetrahydro-2H-iso-indole). Yield: 74.0%. Reaction SMILES: [F:1][C:2]1[C:12]([N:13]2[C:21](=O)[C:20]3[CH2:19][CH2:18][CH2:17][CH2:16][C:15]=3[C:14]2=O)=[CH:11][C:5]2[NH:6][CH2:7][C:8](=[O:10])[O:9][C:4]=2[CH:3]=1.[H-].[Na+].C(Br)C#C.[O:30]1C[CH2:33][CH2:32][CH2:31]1>>[F:1][C:2]1[C:12]([N:13]2[CH:21]=[C:20]3[C:15]([CH2:16][CH2:17][CH2:18][CH2:19]3)=[CH:14]2)=[CH:11][C:5]2[N:6]([O:30][CH2:31][C:32]#[CH:33])[CH2:7][C:8](=[O:10])[O:9][C:4]=2[CH:3]=1 |f:1.2|. Procedure details: A solution of 3 g (0.0095 mol) of 2-[7-fluoro-3H-1,4-benzoxazin-2(4H)-on-6-yl]-4,5,6,7-tetrahydro-2H-isoindole-1,3-dione in 5 ml of tetrahydrofuran is added dropwise at 0° C. to a suspension of 0.42 g (0.014 mol, 80% in oil) of NaH in 5 ml of tetrahydrofuran. After the mixture has been stirred for 30 minutes at room temperature, 1.6 ml (0.014 mol, 80% in toluene) of propargyl bromide are added dropwise and the mixture is refluxed for 2 hours with stirring. Aqueous working-up gives 2.5 (74% of th... Reactants: Nc1cc[nH]c(=O)n1, O, O=C(Cl)C(c1ccccc1)c1ccccc1, c1ccncc1. The product is O=C(Nc1cc[nH]c(=O)n1)C(c1ccccc1)c1ccccc1. Reaction SMILES: [NH2:1][c:2]1[cH:3][cH:4][nH:5][c:6](=[O:7])[n:8]1.[OH2:25].[c:9]1([CH:15]([C:16](=[O:17])[Cl:18])[c:19]2[cH:20][cH:21][cH:22][cH:23][cH:24]2)[cH:10][cH:11][cH:12][cH:13][cH:14]1.[cH:26]1[cH:27][cH:28][n:29][cH:30][cH:31]1>>[NH:1]([c:2]1[cH:3][cH:4][nH:5][c:6](=[O:7])[n:8]1)[C:16]([CH:15]([c:9]1[cH:10][cH:11][cH:12][cH:13][cH:14]1)[c:19]1[cH:20][cH:21][cH:22][cH:23][cH:24]1)=[O:17]. Reactants: O=C([O-])[O-], CCOc1ccccc1O, CCOC(C)=O, CN(C)C=O, CCI, [K+], [K+]. Yields the product CCOc1ccccc1OCC. Reaction SMILES: [C:14](=[O:15])([O-:16])[O-:17].[CH2:1]([CH3:2])[O:3][c:4]1[c:5]([OH:10])[cH:6][cH:7][cH:8][cH:9]1.[CH3:20][CH2:21][O:22][C:23](=[O:24])[CH3:25].[CH3:26][N:27]([CH3:28])[CH:29]=[O:30].[I:11][CH2:12][CH3:13].[K+:18].[K+:19]>>[CH2:1]([CH3:2])[O:3][c:4]1[c:5]([O:10][CH2:12][CH3:13])[cH:6][cH:7][cH:8][cH:9]1.